This data is from the Open Reaction Database (ORD), a public repository of structured organic reaction records. The task is: describe an organic reaction: reactants, conditions, products, and yield Starting materials: Cl.COC=1C=C(C=CC1OC)C=1C(C(N(N1)C1CCNCC1)=O)(C)C (5-(3,4-dimethoxyphenyl)-4,4-dimethyl-2-(piperidin-4-yl)-2,4-dihydro-3H-pyrazol-3-one hydrochloride), Cl.COC=1C=C(C=CC1OC)C=1C(C(N(N1)C1CCNCC1)=O)(C)C (5-(3,4-dimethoxyphenyl)-4,4-dimethyl-2-(piperidin-4-yl)-2,4-dihydro-3H-pyrazol-3-one hydrochloride), ClC1=CC=C(C=C1)S(=O)(=O)Cl (4-chlorobenzenesulfonyl chloride). Yields the product ClC1=CC=C(C=C1)S(=O)(=O)N1CCC(CC1)N1N=C(C(C1=O)(C)C)C1=CC(=C(C=C1)OC)OC (2-{1-[(4-Chlorophenyl)sulfonyl]piperidin-4-yl}-5-(3,4-dimethoxyphenyl)-4,4-dimethyl-2,4-dihydro-3H-pyrazol-3-one). Reaction SMILES: Cl.[CH3:2][O:3][C:4]1[CH:5]=[C:6]([C:12]2[C:13]([CH3:25])([CH3:24])[C:14](=[O:23])[N:15]([CH:17]3[CH2:22][CH2:21][NH:20][CH2:19][CH2:18]3)[N:16]=2)[CH:7]=[CH:8][C:9]=1[O:10][CH3:11].[Cl:26][C:27]1[CH:32]=[CH:31][C:30]([S:33](Cl)(=[O:35])=[O:34])=[CH:29][CH:28]=1>>[Cl:26][C:27]1[CH:32]=[CH:31][C:30]([S:33]([N:20]2[CH2:21][CH2:22][CH:17]([N:15]3[C:14](=[O:23])[C:13]([CH3:25])([CH3:24])[C:12]([C:6]4[CH:7]=[CH:8][C:9]([O:10][CH3:11])=[C:4]([O:3][CH3:2])[CH:5]=4)=[N:16]3)[CH2:18][CH2:19]2)(=[O:35])=[O:34])=[CH:29][CH:28]=1 |f:0.1|. Reported procedure: The title compound is prepared analogously as described for GP1 using 5-(3,4-dimethoxyphenyl)-4,4-dimethyl-2-(piperidin-4-yl)-2,4-dihydro-3H-pyrazol-3-one hydrochloride (compound B1*HCl) and 4-chlorobenzenesulfonyl chloride as starting compounds. The crude product is purified by crystallization from methanol to yield the title compound. Reactants: ClC(Cl)(Cl)Cl, O=C1NC(=O)c2ccccc21, Cl, [K]. The product is O=C1c2ccccc2C(=O)N1Cl. RXN SMILES: [C:14]([Cl:15])([Cl:16])([Cl:17])[Cl:18].[C:2]1(=[O:12])[c:3]2[c:4]([cH:8][cH:9][cH:10][cH:11]2)[C:5](=[O:7])[NH:6]1.[Cl:1].[K:13]>>[C:2]1(=[O:12])[c:3]2[c:4]([cH:8][cH:9][cH:10][cH:11]2)[C:5](=[O:7])[N:6]1[Cl:15]. The reactants are CC(=CC[C@@H]1[C@@](O1)(C)[C@H]2[C@@H]([C@@H](CC[C@]23CO3)OC(=O)NC(=O)CCl)OC)C (O-(chloroacetylcarbamoyl)fumagillol), Cl (hydrochloric acid). The solvent is CO (methanol). Conditions: time 1 hour. Yields the product ClCC(=O)NC(=O)OC1C(C(C(CC1)(O)CCl)C1(C(CC=C(C)C)O1)C)OC (4-O-(chloroacetylcarbamoyl)-2(1,2-epoxy-1,5-dimethyl-4-hexenyl)-3-methoxy-1-chloromethyl-1,4-cyclohexanediol). Isolated yield 90.0%. RXN SMILES: [CH3:1][C:2]([CH3:27])=[CH:3][CH2:4][C@H:5]1[O:7][C@@:6]1([C@@H:9]1[C@:14]2([O:16][CH2:15]2)[CH2:13][CH2:12][C@@H:11]([O:17][C:18]([NH:20][C:21]([CH2:23][Cl:24])=[O:22])=[O:19])[C@H:10]1[O:25][CH3:26])[CH3:8].[ClH:28]>CO>[Cl:24][CH2:23][C:21]([NH:20][C:18]([O:17][CH:11]1[CH2:12][CH2:13][C:14]([CH2:15][Cl:28])([OH:16])[CH:9]([C:6]2([CH3:8])[O:7][CH:5]2[CH2:4][CH:3]=[C:2]([CH3:1])[CH3:27])[CH:10]1[O:25][CH3:26])=[O:19])=[O:22]. Procedure details: To a solution of O-(chloroacetylcarbamoyl)fumagillol (100 mg) in methanol (2 ml) was added 0.4N hydrochloric acid (1 ml), which was stirred for one hour at room temperatures. Resulting precipitates were collected by filtration and recrystallized from methanol-water to afford 4-O-(chloroacetylcarbamoyl)-2(1,2-epoxy-1,5-dimethyl-4-hexenyl)-3-methoxy-1-chloromethyl-1,4-cyclohexanediol (96 mg, yield 90%) colorless crystals. Reactants: Cn2cnc1ccccc12 (effective_coupling_partner), COc3cccc(N(c1ccccc1)c2ccccc2)c3 (substrate). Reagents/catalysts: CDC. Conditions: temperature 90 celsius, time 16 hour. Product: Cn5c(c3cccc(N(c1ccccc1)c2ccccc2)c3)nc4ccccc45. Starting materials: C1(=CC=CC2=CC=CC=C12)OC1=C(N2C(CC2S1)=O)C(=O)OCC1=CC=C(C=C1)[N+](=O)[O-] (4-nitrobenzyl 3-(1-naphthyloxy)-7-oxo-4-thia-1-azabicyclo[3,2,0]hept-2-ene-2-carboxylate), C([O-])(O)=O.[Na+] (sodium bicarbonate). Reagents/catalysts: [Pd] (palladium/charcoal). Solvent: O1CCOCC1 (dioxan), O (water). Product: C1(=CC=CC2=CC=CC=C12)OC1=C(N2C(CC2S1)=O)C(=O)[O-].[Na+] (Sodium 3-(1-naphthyloxy)-7-oxo-4-thia-1-azabicyclo[3,2,0]hept-2-ene-2-carboxylate). Reaction SMILES: [C:1]1([O:11][C:12]2[S:18][CH:17]3[N:14]([C:15](=[O:19])[CH2:16]3)[C:13]=2[C:20]([O:22]CC2C=CC([N+]([O-])=O)=CC=2)=[O:21])[C:10]2[C:5](=[CH:6][CH:7]=[CH:8][CH:9]=2)[CH:4]=[CH:3][CH:2]=1.C(=O)(O)[O-].[Na+:37]>O1CCOCC1.O.[Pd]>[C:1]1([O:11][C:12]2[S:18][CH:17]3[N:14]([C:15](=[O:19])[CH2:16]3)[C:13]=2[C:20]([O-:22])=[O:21])[C:10]2[C:5](=[CH:6][CH:7]=[CH:8][CH:9]=2)[CH:4]=[CH:3][CH:2]=1.[Na+:37] |f:1.2,6.7|. Procedure: A mixture of a solution of 800 mg of 4-nitrobenzyl 3-(1-naphthyloxy)-7-oxo-4-thia-1-azabicyclo[3,2,0]hept-2-ene-2-carboxylate in dioxan and 150 mg of sodium bicarbonate in water, and 10% palladium/charcoal was hydrogenated at 50 psi at 25° for 60 minutes. The reactants are C(C)(C)N[C@@H]1CC[C@@H]([C@@H](C1)C(=O)OC(C)C)NC(CNC(C1=CC(=CC=C1)C(F)(F)F)=O)=O ((1R,2S,5R)-isopropyl 5-(isopropylamino)-2-(2-(3-trifluoromethyl-benzamido)acetamido)cyclohexanecarboxylate), C=O (formaldehyde), [BH-](OC(=O)C)(OC(=O)C)OC(=O)C.[Na+] (NaBH(OAc)3), [OH-].[Na+] (NaOH). Run in C(Cl)Cl (CH2Cl2). Reaction conditions: time 2 hour. Yields the product C(C)(C)N([C@@H]1CC[C@@H]([C@@H](C1)C(=O)OC(C)C)NC(CNC(C1=CC(=CC=C1)C(F)(F)F)=O)=O)C ((1R,2S,5R)-isopropyl 5-(isopropyl(methyl)amino)-2-(2-(3-trifluoromethyl-benzamido)acetamido)cyclohexanecarboxylate). The yield is 91.5%. Reaction SMILES: [CH:1]([NH:4][C@H:5]1[CH2:10][C@@H:9]([C:11]([O:13][CH:14]([CH3:16])[CH3:15])=[O:12])[C@@H:8]([NH:17][C:18](=[O:33])[CH2:19][NH:20][C:21](=[O:32])[C:22]2[CH:27]=[CH:26][CH:25]=[C:24]([C:28]([F:31])([F:30])[F:29])[CH:23]=2)[CH2:7][CH2:6]1)([CH3:3])[CH3:2].C=O.[BH-](OC(C)=O)(OC(C)=O)O[C:38](C)=O.[Na+].[OH-].[Na+]>C(Cl)Cl>[CH:1]([N:4]([CH3:38])[C@H:5]1[CH2:10][C@@H:9]([C:11]([O:13][CH:14]([CH3:16])[CH3:15])=[O:12])[C@@H:8]([NH:17][C:18](=[O:33])[CH2:19][NH:20][C:21](=[O:32])[C:22]2[CH:27]=[CH:26][CH:25]=[C:24]([C:28]([F:31])([F:30])[F:29])[CH:23]=2)[CH2:7][CH2:6]1)([CH3:2])[CH3:3] |f:2.3,4.5|. Procedure: A solution of (1R,2S,5R)-isopropyl 5-(isopropylamino)-2-(2-(3-trifluoromethyl-benzamido)acetamido)cyclohexanecarboxylate (210 mg, 0.45 mmol; Example 11l) in 10 ml of CH2Cl2 is treated with 37% aqueous formaldehyde (0.5 ml) and NaBH(OAc)3 (0.3 g, 1.4 mmol) powder and stirred at room temperature for 2 hours. The mixture was treated with 1 N NaOH and stirred at room temperature for 1 hr and extracted into CH2Cl2. The extract was washed with water, brine, dried over Na2SO4, filtered and the solvent ... Starting materials: CCOC(=O)c1cccn2cc(C)nc12, ClC(Cl)(Cl)Cl. Yields the product Cc1cn2cccc(CO)c2n1. As a reaction SMILES: [CH3:1][c:2]1[n:3][c:4]2[n:5]([cH:6][cH:7][cH:8][c:9]2[C:10](=[O:11])[O:12][CH2:13][CH3:14])[cH:15]1.[Cl:16][C:17]([Cl:18])([Cl:19])[Cl:20]>>[CH3:1][c:2]1[n:3][c:4]2[n:5]([cH:6][cH:7][cH:8][c:9]2[CH2:10][OH:11])[cH:15]1. The reactants are [BH4-], COC(=O)c1ccc(N=Cc2ccccc2)cn1, CN(C)C=O, CO, [Na+]. Product: COC(=O)c1ccc(NCc2ccccc2)cn1. As a reaction SMILES: [BH4-:19].[CH3:1][O:2][C:3](=[O:4])[c:5]1[n:6][cH:7][c:8]([N:11]=[CH:12][c:13]2[cH:14][cH:15][cH:16][cH:17][cH:18]2)[cH:9][cH:10]1.[CH3:21][N:22]([CH3:23])[CH:24]=[O:25].[CH3:26][OH:27].[Na+:20]>>[CH3:1][O:2][C:3](=[O:4])[c:5]1[n:6][cH:7][c:8]([NH:11][CH2:12][c:13]2[cH:14][cH:15][cH:16][cH:17][cH:18]2)[cH:9][cH:10]1. Starting materials: C(C)OC(=O)C1=NC(=CC(=C1)C1=CC(=CC(=C1)F)F)C (4-(3,5-Difluoro-phenyl)-6-methyl-pyridine-2-carboxylic acid ethyl ester), FC1=C(N=C(S1)N)C (5-Fluoro-4-methyl-thiazol-2-ylamine). Yields the product FC1=C(N=C(S1)NC(=O)C1=NC(=CC(=C1)C1=CC(=CC(=C1)F)F)C)C (4-(3,5-Difluoro-phenyl)-6-methyl-pyridine-2-carboxylic acid (5-fluoro-4-methyl-thiazol-2-yl)-amide). Reaction SMILES: C(O[C:4]([C:6]1[CH:11]=[C:10]([C:12]2[CH:17]=[C:16]([F:18])[CH:15]=[C:14]([F:19])[CH:13]=2)[CH:9]=[C:8]([CH3:20])[N:7]=1)=[O:5])C.[F:21][C:22]1[S:26][C:25]([NH2:27])=[N:24][C:23]=1[CH3:28]>>[F:21][C:22]1[S:26][C:25]([NH:27][C:4]([C:6]2[CH:11]=[C:10]([C:12]3[CH:13]=[C:14]([F:19])[CH:15]=[C:16]([F:18])[CH:17]=3)[CH:9]=[C:8]([CH3:20])[N:7]=2)=[O:5])=[N:24][C:23]=1[CH3:28]. Procedure details: The title compound, was prepared from 4-(3,5-Difluoro-phenyl)-6-methyl-pyridine-2-carboxylic acid ethyl ester in accordance with the general method of example 26, step 6 using 5-Fluoro-4-methyl-thiazol-2-ylamine instead of 3-Chloroaniline acid to yield the final compound as an orange solid, MS (ISP): m/e=364.2 (M+H)+. The reactants are ClC1=CC=C(C=N1)CC(=O)O ((6-chloropyridin-3-yl)acetic acid), Cl.CN1CCN(CC1)C1=NC(=NC(=C1)C1=CC=C2CCNCC2=C1)N (4-(4-methylpiperazin-1-yl)-6-(1,2,3,4-tetrahydroisoquinolin-7-yl)pyrimidin-2-amine HCl salt). Yields the product ClC1=CC=C(C=N1)CC(=O)N1CC2=CC(=CC=C2CC1)C1=NC(=NC(=C1)N1CCN(CC1)C)N (4-{2-[(6-Chloropyridin-3-yl)acetyl]-1,2,3,4-tetrahydroisoquinolin-7-yl}-6-(4-methylpiperazin-1-yl)pyrimidin-2-amine). RXN SMILES: [Cl:1][C:2]1[N:7]=[CH:6][C:5]([CH2:8][C:9]([OH:11])=O)=[CH:4][CH:3]=1.Cl.[CH3:13][N:14]1[CH2:19][CH2:18][N:17]([C:20]2[CH:25]=[C:24]([C:26]3[CH:35]=[C:34]4[C:29]([CH2:30][CH2:31][NH:32][CH2:33]4)=[CH:28][CH:27]=3)[N:23]=[C:22]([NH2:36])[N:21]=2)[CH2:16][CH2:15]1>>[Cl:1][C:2]1[N:7]=[CH:6][C:5]([CH2:8][C:9]([N:32]2[CH2:31][CH2:30][C:29]3[C:34](=[CH:35][C:26]([C:24]4[CH:25]=[C:20]([N:17]5[CH2:16][CH2:15][N:14]([CH3:13])[CH2:19][CH2:18]5)[N:21]=[C:22]([NH2:36])[N:23]=4)=[CH:27][CH:28]=3)[CH2:33]2)=[O:11])=[CH:4][CH:3]=1 |f:1.2|. Procedure: This compound was prepared by using procedures analogous to those described for the synthesis of Example 41 starting from (6-chloropyridin-3-yl)acetic acid (Matrix Scientific, Cat. #023734) and 4-(4-methylpiperazin-1-yl)-6-(1,2,3,4-tetrahydroisoquinolin-7-yl)pyrimidin-2-amine HCl salt. Analytic LCMS (M+H)+: m/z=478.2/480.1.